This data is from the Open Reaction Database (ORD), a public repository of structured organic reaction records. The task is: describe an organic reaction: reactants, conditions, products, and yield Starting materials: CC(=O)NC1CCN(Cc2ccccc2)CC1, CO, Cl, [H][H]. Product: CC(=O)NC1CCNCC1, Cl. As a reaction SMILES: [C:1]([CH3:2])(=[O:3])[NH:4][CH:5]1[CH2:6][CH2:7][N:8]([CH2:11][c:12]2[cH:13][cH:14][cH:15][cH:16][cH:17]2)[CH2:9][CH2:10]1.[CH3:21][OH:22].[ClH:18].[H:19][H:20]>>[C:1]([CH3:2])(=[O:3])[NH:4][CH:5]1[CH2:6][CH2:7][NH:8][CH2:9][CH2:10]1.[ClH:18].